describe an organic reaction: reactants, conditions, products, and yield From a dataset of the Open Reaction Database (ORD), a public repository of structured organic reaction records. Starting materials: N#Cc1ccnc(Cl)c1, [Cs+], [F-], O, O=S1(=O)CCCC1. The product is N#Cc1ccnc(F)c1. RXN SMILES: [Cl:3][c:4]1[cH:5][c:6]([C:7]#[N:8])[cH:9][cH:10][n:11]1.[Cs+:2].[F-:1].[OH2:12].[S:13]1(=[O:18])(=[O:19])[CH2:14][CH2:15][CH2:16][CH2:17]1>>[F:1][c:4]1[cH:5][c:6]([C:7]#[N:8])[cH:9][cH:10][n:11]1. The reactants are CC#N, OCCC1(c2ccc(Cl)c(Cl)c2)CNCCO1, O=C(O)Cc1cc(C(F)(F)F)cc(C(F)(F)F)c1. Yields the product O=C(Cc1cc(C(F)(F)F)cc(C(F)(F)F)c1)N1CCOC(CCO)(c2ccc(Cl)c(Cl)c2)C1. As a reaction SMILES: [CH3:36][C:37]#[N:38].[Cl:19][c:20]1[cH:21][c:22]([C:27]2([CH2:33][CH2:34][OH:35])[O:28][CH2:29][CH2:30][NH:31][CH2:32]2)[cH:23][cH:24][c:25]1[Cl:26].[F:1][C:2]([c:3]1[cH:4][c:5]([CH2:13][C:14](=[O:15])[OH:16])[cH:6][c:7]([C:9]([F:10])([F:11])[F:12])[cH:8]1)([F:17])[F:18]>>[F:1][C:2]([c:3]1[cH:4][c:5]([CH2:13][C:14](=[O:16])[N:31]2[CH2:30][CH2:29][O:28][C:27]([c:22]3[cH:21][c:20]([Cl:19])[c:25]([Cl:26])[cH:24][cH:23]3)([CH2:33][CH2:34][OH:35])[CH2:32]2)[cH:6][c:7]([C:9]([F:10])([F:11])[F:12])[cH:8]1)([F:17])[F:18]. Reactants: Br.C(C)(C)(C)OC(C(CS(CCNC(COCC1=CC=CC=C1)=N)(=O)=O)NC(=O)OC(C)(C)C)=O (t-Butyl-6-(2-benzyloxy-1-iminoethylamino)2-t-butoxycarbonylamino-4,4-dioxo-4-thiahexanoate hydrobromide), Intermediates A, 3B. Run in Cl.O1CCOCC1 (HCl dioxane). Run at temperature 65 celsius. Product: NC(C(=O)O)CS(CCNC(COCC1=CC=CC=C1)=N)(=O)=O (2-Amino-6-(2-benzyloxy-1-iminoethylamino)-4,4-dioxo-4-thiahexanoic acid). RXN SMILES: Br.C([O:6][C:7](=[O:35])[CH:8]([NH:27]C(OC(C)(C)C)=O)[CH2:9][S:10](=[O:26])(=[O:25])[CH2:11][CH2:12][NH:13][C:14](=[NH:24])[CH2:15][O:16][CH2:17][C:18]1[CH:23]=[CH:22][CH:21]=[CH:20][CH:19]=1)(C)(C)C>Cl.O1CCOCC1>[NH2:27][CH:8]([CH2:9][S:10](=[O:26])(=[O:25])[CH2:11][CH2:12][NH:13][C:14](=[NH:24])[CH2:15][O:16][CH2:17][C:18]1[CH:23]=[CH:22][CH:21]=[CH:20][CH:19]=1)[C:7]([OH:35])=[O:6] |f:0.1,2.3|. Procedure details: t-Butyl-6-(2-benzyloxy-1-iminoethylamino)2-t-butoxycarbonylamino-4,4-dioxo-4-thiahexanoate hydrobromide (0.97 g) (prepared by a method analagous to that described in Example 1A from Intermediates A and 3B) was stirred in 4M HCl/dioxane (12 ml) at room temperature for 6 hours. The solvent was evaporated and the residual gum triturated with dry ether (20 ml). A white solid slowly formed on standing. The ether was decanted off and the very hygroscopic solid washed with fresh ether and dried in vacu... Reactants: CC(C)(C)[Si](C)(C)OC1CCC(=O)CC1, CC(=O)O[BH-](OC(C)=O)OC(C)=O, Nc1ccnn1Cc1ccccc1, CC(=O)O, [Na+]. Product: CC(C)(C)[Si](C)(C)OC1CCC(Nc2ccnn2Cc2ccccc2)CC1. Reaction SMILES: [C:14]([CH3:15])([CH3:16])([CH3:17])[Si:18]([O:19][CH:20]1[CH2:21][CH2:22][C:23](=[O:26])[CH2:24][CH2:25]1)([CH3:27])[CH3:28].[C:29]([O:30][BH-:31]([O:32][C:33](=[O:34])[CH3:35])[O:36][C:37](=[O:38])[CH3:39])(=[O:40])[CH3:41].[CH2:1]([c:2]1[cH:3][cH:4][cH:5][cH:6][cH:7]1)[n:8]1[n:9][cH:10][cH:11][c:12]1[NH2:13].[CH3:43][C:44](=[O:45])[OH:46].[Na+:42]>>[CH2:1]([c:2]1[cH:3][cH:4][cH:5][cH:6][cH:7]1)[n:8]1[n:9][cH:10][cH:11][c:12]1[NH:13][CH:23]1[CH2:22][CH2:21][CH:20]([O:19][Si:18]([C:14]([CH3:15])([CH3:16])[CH3:17])([CH3:27])[CH3:28])[CH2:25][CH2:24]1.